Dataset: the Open Reaction Database (ORD), a public repository of structured organic reaction records. Task: describe an organic reaction: reactants, conditions, products, and yield The reactants are FC1=C(C(=O)OC)C=CC(=C1)F (methyl 2,4-difluorobenzoate), C(C)(C)NC(C)C (diisopropylamine), CC1=NC=CN=C1 (2-methylpyrazine), C([O-])(O)=O.[Na+] (sodium bicarbonate), C(CCC)[Li] (n-butyllithium), solution. As a reaction SMILES: C([Li:5])CCC.[CH:6]([NH:9][CH:10]([CH3:12])[CH3:11])([CH3:8])[CH3:7].[CH3:13][C:14]1[CH:19]=[N:18][CH:17]=[CH:16][N:15]=1.[F:20][C:21]1[CH:30]=[C:29]([F:31])[CH:28]=[CH:27][C:22]=1[C:23](OC)=[O:24].C(=O)(O)[O-].[Na+]>CCCCCC.O1CCCC1.O.C(O)(=O)C>[CH:6]([N-:9][CH:10]([CH3:12])[CH3:11])([CH3:8])[CH3:7].[Li+:5].[F:20][C:21]1[CH:30]=[C:29]([F:31])[CH:28]=[CH:27][C:22]=1[C:23](=[O:24])[CH2:13][C:14]1[CH:19]=[N:18][CH:17]=[CH:16][N:15]=1 |f:4.5,10.11|. Procedure: A solution of lithium diisopropylamide was prepared using n-butyllithium (20 ml of a 2.5M solution in hexane) and diisopropylamine (5.06 g) in dry tetrahydrofuran (100 ml) under an atmosphere of dry nitrogen as described in Example 1(i). To this solution at -70° was added 2-methylpyrazine (4.70 g) and the purple solution resulting was stirred at -70° for 0.5 hour. A solution of methyl 2,4-difluorobenzoate (8.60 g) in dry tetrahydrofuran (75 ml) was added over 0.5 hour and stirring was continued ... Yields the product C(C)(C)[N-]C(C)C.[Li+] (lithium diisopropylamide), FC1=C(C=CC(=C1)F)C(CC1=NC=CN=C1)=O (1-(2,4-Difluorophenyl)-2-(pyrazin-2-yl)ethanone). Run in O1CCCC1 (tetrahydrofuran), C(C)(=O)O (Acetic acid), CCCCCC (hexane), O (water), O1CCCC1 (tetrahydrofuran). Reaction conditions: time 0.5 hour. The reactants are mixture, [OH-].[K+] (potassium hydroxide), C([C@@H](O)C1=CC=CC=C1)(=O)OCC(CC)N ((-)-2-amino-1-butanol L-(+)-mandelate), C([C@H](O)C1=CC=CC=C1)(=O)OCC(CC)N ((-)-2-amino-1-butanol D-(-)-mandelate). Yields the product C(C(O)C1=CC=CC=C1)(=O)O (mandelic acid). Reaction SMILES: [C:1]([O:11]CC(N)CC)(=[O:10])[C@H:2]([C:4]1[CH:9]=[CH:8][CH:7]=[CH:6][CH:5]=1)[OH:3].C(OCC(N)CC)(=O)[C@@H](C1C=CC=CC=1)O.[OH-].[K+]>>[C:1]([OH:11])(=[O:10])[CH:2]([C:4]1[CH:9]=[CH:8][CH:7]=[CH:6][CH:5]=1)[OH:3] |f:2.3|. Procedure: To a portion (1100 mls out of a total of 4800 mls) of the mother liquor plus methanol wash liquor obtained from resolution B, containing about 2.4 moles of a mixture of diastereomers, consisting of about 2.25 moles of (-)-2-amino-1-butanol L-(+)-mandelate and about 0.15 mole of (-)-2-amino-1-butanol D-(-)-mandelate, is added 180 grams of potassium hydroxide (88.8% real; 2.85 moles) to obtain a solution having an initial αD25°C. of +24.7° ("as is", 10 cm cell). The solution is then heated at 115°... Reactants: CN=C=O, CC(C)(C)OC(=O)NCCn1c(CN)nc2c(N)nc3cc(OCc4ccccc4)ccc3c21, CN(C)C=O. The product is CNC(=O)NCc1nc2c(N)nc3cc(OCc4ccccc4)ccc3c2n1CCNC(=O)OC(C)(C)C. As a reaction SMILES: [CH3:1][N:2]=[C:3]=[O:4].[NH2:5][c:6]1[n:7][c:8]2[cH:9][c:10]([O:31][CH2:32][c:33]3[cH:34][cH:35][cH:36][cH:37][cH:38]3)[cH:11][cH:12][c:13]2[c:14]2[c:15]1[n:16][c:17]([CH2:29][NH2:30])[n:18]2[CH2:19][CH2:20][NH:21][C:22]([O:23][C:24]([CH3:25])([CH3:26])[CH3:27])=[O:28].[O:39]=[CH:40][N:41]([CH3:42])[CH3:43]>>[CH3:1][NH:2][C:3](=[O:4])[NH:30][CH2:29][c:17]1[n:16][c:15]2[c:6]([NH2:5])[n:7][c:8]3[cH:9][c:10]([O:31][CH2:32][c:33]4[cH:34][cH:35][cH:36][cH:37][cH:38]4)[cH:11][cH:12][c:13]3[c:14]2[n:18]1[CH2:19][CH2:20][NH:21][C:22]([O:23][C:24]([CH3:25])([CH3:26])[CH3:27])=[O:28]. The reactants are C1COCCO1, Fc1ccc(C#Cc2ccc(Cl)nn2)c(F)c1, NN. Yields the product NNc1ccc(C#Cc2ccc(F)cc2F)nn1. RXN SMILES: [CH2:20]1[O:21][CH2:22][CH2:23][O:24][CH2:25]1.[Cl:1][c:2]1[n:3][n:4][c:5]([C:8]#[C:9][c:10]2[c:11]([F:17])[cH:12][c:13]([F:16])[cH:14][cH:15]2)[cH:6][cH:7]1.[NH2:18][NH2:19]>>[c:2]1([NH:18][NH2:19])[n:3][n:4][c:5]([C:8]#[C:9][c:10]2[c:11]([F:17])[cH:12][c:13]([F:16])[cH:14][cH:15]2)[cH:6][cH:7]1. The reactants are ClC=1C=C(COC2=CC=C(C=C2)[C@@H]2OC=3C(=CC=4C[C@H](N(CC4C3)[C@@H](CC)C3=CC=CC=C3)C(=O)O)OC2)C=CC1 ((3S,8S)-3-[4-(3-chloro-benzyloxy)-phenyl]-7-((S)-1-phenyl-propyl)-2,3,6,7,8,9-hexahydro-[1,4]dioxino[2,3-g]isoquinoline-8-carboxylic acid), Cl.Cl.COC([C@H](CC1=CC=C(C=C1)C1=C(C(=NC=C1)C)C)N)=O ((S)-2-amino-3-[4-(2,3-dimethyl-pyridin-4-yl)-phenyl]-propionic acid methyl ester bis hydrochloride). Product: ClC=1C=C(COC2=CC=C(C=C2)[C@@H]2OC=3C(=CC=4C[C@H](N(CC4C3)[C@@H](CC)C3=CC=CC=C3)C(=O)N[C@H](C(=O)O)CC3=CC=C(C=C3)C3=C(C(=NC=C3)C)C)OC2)C=CC1 ((S)-2-{[(3S,8S)-3-[4-(3-Chloro-benzyloxy)-phenyl]-7-((S)-1-phenyl-propyl)-2,3,6,7,8,9-hexahydro-[1,4]dioxino[2,3-g]isoquinoline-8-carbonyl]-amino}-3-[4-(2,3-dimethyl-pyridin-4-yl)-phenyl]-propionic acid). As a reaction SMILES: [Cl:1][C:2]1[CH:3]=[C:4]([CH:39]=[CH:40][CH:41]=1)[CH2:5][O:6][C:7]1[CH:12]=[CH:11][C:10]([C@H:13]2[CH2:38][O:37][C:16]3=[CH:17][C:18]4[CH2:19][C@@H:20]([C:34](O)=[O:35])[N:21]([C@H:25]([C:28]5[CH:33]=[CH:32][CH:31]=[CH:30][CH:29]=5)[CH2:26][CH3:27])[CH2:22][C:23]=4[CH:24]=[C:15]3[O:14]2)=[CH:9][CH:8]=1.Cl.Cl.C[O:45][C:46](=[O:64])[C@@H:47]([NH2:63])[CH2:48][C:49]1[CH:54]=[CH:53][C:52]([C:55]2[CH:60]=[CH:59][N:58]=[C:57]([CH3:61])[C:56]=2[CH3:62])=[CH:51][CH:50]=1>>[Cl:1][C:2]1[CH:3]=[C:4]([CH:39]=[CH:40][CH:41]=1)[CH2:5][O:6][C:7]1[CH:8]=[CH:9][C:10]([C@H:13]2[CH2:38][O:37][C:16]3=[CH:17][C:18]4[CH2:19][C@@H:20]([C:34]([NH:63][C@@H:47]([CH2:48][C:49]5[CH:54]=[CH:53][C:52]([C:55]6[CH:60]=[CH:59][N:58]=[C:57]([CH3:61])[C:56]=6[CH3:62])=[CH:51][CH:50]=5)[C:46]([OH:45])=[O:64])=[O:35])[N:21]([C@H:25]([C:28]5[CH:33]=[CH:32][CH:31]=[CH:30][CH:29]=5)[CH2:26][CH3:27])[CH2:22][C:23]=4[CH:24]=[C:15]3[O:14]2)=[CH:11][CH:12]=1 |f:1.2.3|. Procedure details: (3S,8S)-3-(4-Hydroxy-phenyl)-7-((S)-1-phenyl-propyl)-2,3,6,7,8,9-hexahydro-[1,4]dioxino[2,3-g]isoquinoline-8-carboxylic acid methyl ester (20 mg) was reacted with 3-chloro-benzyl bromide according to General Procedure J and the resulting ester was hydrolyzed according to General Procedure AB to provide (3S,8S)-3-[4-(3-chloro-benzyloxy)-phenyl]-7-((S)-1-phenyl-propyl)-2,3,6,7,8,9-hexahydro-[1,4]dioxino[2,3-g]isoquinoline-8-carboxylic acid (20 mg). The title compound (18 mg) was prepared from (3S,... The reactants are [OH-].[Na+] (sodium hydroxide), [Si]([O-])([O-])([O-])[O-].[Na+].[Na+].[Na+].[Na+] (sodium silicate), [Si]([O-])([O-])([O-])[O-].[Na+].[Na+].[Na+].[Na+] (sodium silicate), O=[Al-]=O.[Na+] (sodium aluminate), [OH-].[Na+] (sodium hydroxide), O=[Al-]=O.[Na+] (sodium aluminate), [Si]([O-])([O-])([O-])[O-].[Na+].[Na+].[Na+].[Na+] (sodium silicate), [Si]([O-])([O-])([O-])[O-].[Na+].[Na+].[Na+].[Na+] (sodium silicate), O=[Al-]=O.[Na+] (sodium aluminate). The solvent is O (water), O (water), O (water). Product: [O-][Si](=O)[O-].[O-][Si](=O)[O-].[Na+].[Al+3] (Sodium aluminosilicate). RXN SMILES: [Si:1]([O-])([O-:4])([O-:3])[O-:2].[Na+:6].[Na+].[Na+].[Na+].O=[Al-:11]=O.[Na+].[OH-].[Na+]>O>[O-:3][Si:1]([O-:4])=[O:2].[O-:3][Si:1]([O-:4])=[O:2].[Na+:6].[Al+3:11] |f:0.1.2.3.4,5.6,7.8,10.11.12.13|. Reported procedure: Sodium aluminosilicate gel was prepared from 519 grams of N brand sodium silicate solution, 205 grams of sodium aluminate crystals, 40 grams of sodium hydroxide pellets and 500 milliliters of deionized water. The particular sodium silicate solution used analyzed 29.0% by weight SiO2 and 9.1% by weight Na2O, with the balance water. The gel was prepared by first dissolving the sodium hydroxide, then the sodium aluminate, in the deionized water. The sodium silicate solution was placed in a beaker o... Run at time 30 minute. Procedure: BCl3 (1 M in CH2Cl2, 0.5 mL, 6.0 mmol, 20 eq) was added to a stirred solution of (E)-N-tert-butyl-5-(4-(5-cyclopropyl-1H-pyrazol-3-ylamino)-5-(3-hydroxyprop-1-enyl)pyrimidin-2-yl)thiophene-2-sulfonamide (Compound 214) (40 mg, 0.08 mmol) in CH2Cl2 (10 mL) at room temperature under nitrogen. The reaction mixture was stirred for 30 min and then quenched with aq. NaHCO3 in ice bath. The reaction mixture was extracted with ethyl acetate and washed with water, brine, dried and evaporated. The crude pr... RXN SMILES: B(Cl)(Cl)Cl.C([NH:9][S:10]([C:13]1[S:14][C:15]([C:18]2[N:23]=[C:22]([NH:24][C:25]3[CH:29]=[C:28]([CH:30]4[CH2:32][CH2:31]4)[NH:27][N:26]=3)[C:21](/[CH:33]=[CH:34]/[CH2:35][OH:36])=[CH:20][N:19]=2)=[CH:16][CH:17]=1)(=[O:12])=[O:11])(C)(C)C>C(Cl)Cl>[CH:30]1([C:28]2[NH:27][N:26]=[C:25]([NH:24][C:22]3[C:21](/[CH:33]=[CH:34]/[CH2:35][OH:36])=[CH:20][N:19]=[C:18]([C:15]4[S:14][C:13]([S:10]([NH2:9])(=[O:12])=[O:11])=[CH:17][CH:16]=4)[N:23]=3)[CH:29]=2)[CH2:32][CH2:31]1. Product: C1(CC1)C1=CC(=NN1)NC1=NC(=NC=C1\C=C\CO)C1=CC=C(S1)S(=O)(=O)N ((E)-5-(4-(5-cyclopropyl-1H-pyrazol-3-ylamino)-5-(3-hydroxyprop-1-enyl)pyrimidin-2-yl)thiophene-2-sulfonamide). The yield is 11.9%. Reactants: B(Cl)(Cl)Cl (BCl3), C(C)(C)(C)NS(=O)(=O)C=1SC(=CC1)C1=NC=C(C(=N1)NC1=NNC(=C1)C1CC1)\C=C\CO ((E)-N-tert-butyl-5-(4-(5-cyclopropyl-1H-pyrazol-3-ylamino)-5-(3-hydroxyprop-1-enyl)pyrimidin-2-yl)thiophene-2-sulfonamide), C(C)(C)(C)NS(=O)(=O)C=1SC(=CC1)C1=NC=C(C(=N1)NC1=NNC(=C1)C1CC1)\C=C\CO ((E)-N-tert-butyl-5-(4-(5-cyclopropyl-1H-pyrazol-3-ylamino)-5-(3-hydroxyprop-1-enyl)pyrimidin-2-yl)thiophene-2-sulfonamide). The solvent is C(Cl)Cl (CH2Cl2).